From a dataset of the Open Reaction Database (ORD), a public repository of structured organic reaction records. describe an organic reaction: reactants, conditions, products, and yield Starting materials: N1C(=O)C(=O)C2=CC=CC=C12 (isatin), C1(=CC=CC=C1)CCC(=O)OC (methyl 3-phenylpropionate), C(C)(C)[N-]C(C)C.[Li+] (lithium diisopropylamide), solution, C(C)(=O)O (acetic acid). Run in O (water), O1CCCC1 (tetrahydrofuran), C1(=CC=CC=C1)C (toluene). Conditions: temperature -5 celsius, time 1 hour. Yields the product OC1(C(NC2=CC=CC=C12)=O)C(C(=O)OC)CC1=CC=CC=C1 (Methyl 2,3-Dihydro-3-hydroxy-α-(phenylmethyl)-2-oxo-1H-indole-3-acetate). As a reaction SMILES: [NH:1]1[C:11]2[C:6](=[CH:7][CH:8]=[CH:9][CH:10]=2)[C:4](=[O:5])[C:2]1=[O:3].[C:12]1([CH2:18][CH2:19][C:20]([O:22][CH3:23])=[O:21])[CH:17]=[CH:16][CH:15]=[CH:14][CH:13]=1.C([N-]C(C)C)(C)C.[Li+].C(O)(=O)C>O1CCCC1.O.C1(C)C=CC=CC=1>[OH:5][C:4]1([CH:19]([CH2:18][C:12]2[CH:17]=[CH:16][CH:15]=[CH:14][CH:13]=2)[C:20]([O:22][CH3:23])=[O:21])[C:6]2[C:11](=[CH:10][CH:9]=[CH:8][CH:7]=2)[NH:1][C:2]1=[O:3] |f:2.3|. Procedure: To a cooled (-5° C.) suspension of isatin (8.85 g, 0.0602 mol), and methyl 3-phenylpropionate (9.88 g, 0.0602 mol) in 220 mL of dry tetrahydrofuran under a nitrogen atmosphere was added lithium diisopropylamide (LDA) (75 mL, 0.1275 mol of a 1.72M solution) over a 11/2 hour period. The reaction mixture was stirred at -5° C. for one hour and then poured into a cooled (0° to 5° C.) solution of toluene (140 mL), and acetic acid (30.6 g, 0.51 mol, 300% excess) over a 1/2 hour period under a nitrogen ... The reactants are FC=1C(=C(C(=O)O)C=CC1)OC1=C(C=CC=C1OC)F (3-fluoro-2-(2-fluoro-6-methoxyphenoxy)benzoic acid), C(C(=O)Cl)(=O)Cl (oxalyl chloride), NC=1SC=CN1 (2-Aminothiazole), [N-]=[N+]=[N-].[Na+] (NaN3). Run in ClCCCl (1,2-dichloroethane). Conditions: time 45 minute. The product is FC=1C(=C(C=CC1)NC(=O)NC=1SC=CN1)OC1=C(C=CC=C1OC)F (1-[3-fluoro-2-(2-fluoro-6-methoxyphenoxy)phenyl]-3-(thiazol-2-yl)urea). Reaction SMILES: [F:1][C:2]1[C:3]([O:11][C:12]2[C:17]([O:18][CH3:19])=[CH:16][CH:15]=[CH:14][C:13]=2[F:20])=[C:4]([CH:8]=[CH:9][CH:10]=1)C(O)=O.[C:21](Cl)(=[O:25])C(Cl)=O.[N-:27]=[N+]=[N-].[Na+].[NH2:31][C:32]1[S:33][CH:34]=[CH:35][N:36]=1>ClCCCl>[F:1][C:2]1[C:3]([O:11][C:12]2[C:17]([O:18][CH3:19])=[CH:16][CH:15]=[CH:14][C:13]=2[F:20])=[C:4]([NH:27][C:21]([NH:31][C:32]2[S:33][CH:34]=[CH:35][N:36]=2)=[O:25])[CH:8]=[CH:9][CH:10]=1 |f:2.3|. Procedure details: Methyl 3-fluoro-2-(2-fluoro-6-methoxyphenoxy)benzoate (0.88 g, 60%) was prepared from methyl 2,3-difluorobenzoate (0.86 g, 5 mmol) and 2-fluoro-6-methoxyphenol (0.78 g, 5.5 mmol) as described in procedure A. Hydrolysis of this ester with LiOH in aqueous methanol furnished 2-(2-methoxy-6-fluorophenoxy)-3-fluorobenzoic acid (0.86 g, 90%). To a solution of 3-fluoro-2-(2-fluoro-6-methoxyphenoxy)benzoic acid (0.56 g, 2.0 mmol) in 1,2-dichloroethane (10 ml) was added oxalyl chloride (0.18 ml, 2.2 mmol... Reactants: CC(=O)OC(C)=O, Cc1ccc2c(CN)c[nH]c2c1, ClCCl, c1ccncc1. The product is CC(=O)NCc1c[nH]c2cc(C)ccc12. Reaction SMILES: [CH3:13][C:14](=[O:15])[O:16][C:17](=[O:18])[CH3:19].[CH3:1][c:2]1[cH:3][cH:4][c:5]2[c:6]([CH2:11][NH2:12])[cH:7][nH:8][c:9]2[cH:10]1.[Cl:26][CH2:27][Cl:28].[cH:20]1[cH:21][cH:22][n:23][cH:24][cH:25]1>>[CH3:1][c:2]1[cH:3][cH:4][c:5]2[c:6]([CH2:11][NH:12][C:14]([CH3:13])=[O:15])[cH:7][nH:8][c:9]2[cH:10]1. The reactants are C(CCCCCCCC)(=O)OC1(CC=C(C=C1)C1=CC=CC=C1)C(=O)O (4-n-Nonanoyloxybiphenyl-4-carboxylic acid), S(=O)(Cl)Cl (thionyl chloride), CN(C=O)C (N,N-dimethylformamide). The product is C(CCCCCCCC)(=O)OC1=CC=C(C=C1)C1=CC=C(C=C1)C(=O)Cl (4'-n-nonanoyloxybiphenyl-4-carboxylic acid chloride). RXN SMILES: [C:1]([O:11][C:12]1(C(O)=O)[CH:17]=[CH:16][C:15]([C:18]2[CH:23]=[CH:22][CH:21]=[CH:20][CH:19]=2)=[CH:14][CH2:13]1)(=[O:10])[CH2:2][CH2:3][CH2:4][CH2:5][CH2:6][CH2:7][CH2:8][CH3:9].S(Cl)([Cl:29])=O.CN(C)[CH:33]=[O:34]>>[C:1]([O:11][C:12]1[CH:13]=[CH:14][C:15]([C:18]2[CH:19]=[CH:20][C:21]([C:33]([Cl:29])=[O:34])=[CH:22][CH:23]=2)=[CH:16][CH:17]=1)(=[O:10])[CH2:2][CH2:3][CH2:4][CH2:5][CH2:6][CH2:7][CH2:8][CH3:9]. Procedure: 4-n-Nonanoyloxybiphenyl-4-carboxylic acid (5.0 g) was added to thionyl chloride (10 g), and N,N-dimethylformamide in a very small amount was added to the mixture. The resulting mixture was refluxed for 4 hours. The unaltered thionyl chloride was removed by evaporation to give the desired compound (5.2 g). The reactants are NC1=C(C(=O)O)C=C(C=C1C)Cl (2-amino-3-methyl-5-chlorobenzoic acid), NC1=C(C(=O)O)C=C(C=C1C)Cl (2-amino-3-methyl-5-chlorobenzoic acid), ClC(=O)OC(Cl)(Cl)Cl (trichloromethyl chloroformate). The solvent is O1CCOCC1 (dioxane). Conditions: temperature 42 celsius, time 2.5 hour. Product: ClC=1C=C(C2=C(C(OC(N2)=O)=O)C1)C (6-chloro-8-methyl-2H-3,1-benzoxazine-2,4(1H)-dione). Reaction SMILES: [NH2:1][C:2]1[C:10]([CH3:11])=[CH:9][C:8]([Cl:12])=[CH:7][C:3]=1[C:4]([OH:6])=[O:5].Cl[C:14](OC(Cl)(Cl)Cl)=[O:15]>O1CCOCC1>[Cl:12][C:8]1[CH:9]=[C:10]([CH3:11])[C:2]2[NH:1][C:14](=[O:15])[O:5][C:4](=[O:6])[C:3]=2[CH:7]=1. Procedure: To a suspension of 2-amino-3-methyl-5-chlorobenzoic acid (i.e. product of Example 1, Step A) (97 g, 520 mmol) stirred in dry dioxane (750 mL) at room temperature, trichloromethyl chloroformate (63 g, 320 mmol) was added dropwise. The reaction mixture exothermically warmed slowly to 42° C., and the solid almost completely dissolved before a thick suspension formed again. After the suspension was stirred at ambient temperature for 2.5 hours, the title compound was isolated by filtration, washed wi... Reported procedure: 20 g of 1-[(2S)-S-benzoyl-3-mercapto-2-methylpropanoyl]-5-phenyl-2-pyrrolidinecarboxylic acid is dissolved in 50 ml of methanol. To this solution 100 ml of conc. ammonia is added, and the mixture is stirred at room temperature for 1.5 hours. Excess ammonia and methanol are removed in vacuo, and the residue is washed with ethyl acetate. The aqueous layer is acidified with conc. hydrochloric acid, and extracted with ethyl acetate. The organic layer is washed with saturated sodium chloride solution... RXN SMILES: C([S:9][CH2:10][C@@H:11]([CH3:28])[C:12]([N:14]1[CH:18]([C:19]2[CH:24]=[CH:23][CH:22]=[CH:21][CH:20]=2)[CH2:17][CH2:16][CH:15]1[C:25]([OH:27])=[O:26])=[O:13])(=O)C1C=CC=CC=1.N>CO>[SH:9][CH2:10][C@@H:11]([CH3:28])[C:12]([N:14]1[CH:18]([C:19]2[CH:24]=[CH:23][CH:22]=[CH:21][CH:20]=2)[CH2:17][CH2:16][CH:15]1[C:25]([OH:27])=[O:26])=[O:13]. The solvent is CO (methanol). Starting materials: C(C1=CC=CC=C1)(=O)SC[C@H](C(=O)N1C(CCC1C1=CC=CC=C1)C(=O)O)C (1-[(2S)-S-benzoyl-3-mercapto-2-methylpropanoyl]-5-phenyl-2-pyrrolidinecarboxylic acid), N (ammonia). Reaction conditions: time 1.5 hour. Yields the product SC[C@H](C(=O)N1C(CCC1C1=CC=CC=C1)C(=O)O)C (1-[(2S)-3-Mercapto-2-methylpropanoyl]-5-phenyl-2-pyrrolidinecarboxylic acid). The reactants are CCCCCCCCCCCCCCCCOC(=O)CCCCCC(C)C (cetearyl isononanoate), CCCCCCCC/C=C\CCCCCCCCOC(=O)CCCCCCC/C=C\CCCCCCCC (Cetiol). Product: C(CCCCCCCCCCCCC)(=O)OC(C)C (isopropyl myristate). Reaction SMILES: [CH3:1]CCCCCCCCCCCCCCCOC(CCCCCC(C)C)=O.CCCCCCCC/C=C\CCCCCC[CH2:44][CH2:45][O:46][C:47]([CH2:49][CH2:50][CH2:51][CH2:52][CH2:53][CH2:54][CH2:55]/[CH:56]=[CH:57]\[CH2:58][CH2:59][CH2:60][CH2:61]CCCC)=[O:48]>>[C:47]([O:46][CH:45]([CH3:44])[CH3:1])(=[O:48])[CH2:49][CH2:50][CH2:51][CH2:52][CH2:53][CH2:54][CH2:55][CH2:56][CH2:57][CH2:58][CH2:59][CH2:60][CH3:61]. Procedure: cetearyl isononanoate--"Cetiol SN": 8.00 wt. %